This data is from the Open Reaction Database (ORD), a public repository of structured organic reaction records. The task is: describe an organic reaction: reactants, conditions, products, and yield The product is N1N=C(C2=CC=CC=C12)N1CCN(CC1)CCCOC1=C(C=C(C=C1)C(C)=O)OC (1-[4-[3-[4-(1H-Indazol-3-yl)-1-piperazinyl]propoxy]-3-methoxyphenyl]ethanone). The solvent is O (water). The reactants are N1(CCNCC1)C1=NNC2=CC=CC=C12 (3-(1-piperazinyl)-l H-indazole), C(=O)([O-])[O-].[K+].[K+] (K2CO3), ClCCCOC1=C(C=C(C=C1)C(C)=O)OC (1-[4-(3-chloropropoxy)-3-methoxyphenyl]ethanone), CN(C=O)C (dimethylformamide). Isolated yield 85.7%. Reaction SMILES: [N:1]1([C:7]2[C:15]3[C:10](=[CH:11][CH:12]=[CH:13][CH:14]=3)[NH:9][N:8]=2)[CH2:6][CH2:5][NH:4][CH2:3][CH2:2]1.C([O-])([O-])=O.[K+].[K+].Cl[CH2:23][CH2:24][CH2:25][O:26][C:27]1[CH:32]=[CH:31][C:30]([C:33](=[O:35])[CH3:34])=[CH:29][C:28]=1[O:36][CH3:37].CN(C)C=O>O>[NH:9]1[C:10]2[C:15](=[CH:14][CH:13]=[CH:12][CH:11]=2)[C:7]([N:1]2[CH2:6][CH2:5][N:4]([CH2:23][CH2:24][CH2:25][O:26][C:27]3[CH:32]=[CH:31][C:30]([C:33](=[O:35])[CH3:34])=[CH:29][C:28]=3[O:36][CH3:37])[CH2:3][CH2:2]2)=[N:8]1 |f:1.2.3|. Procedure: A mixture of 3-(1-piperazinyl)-l H-indazole (4.0 g, 20 mmol), K2CO3 (3.0 g, 22 mmol), 1-[4-(3-chloropropoxy)-3-methoxyphenyl]ethanone (5.3 g, 22 mmol), a few crystals of KI, and dimethylformamide (60 ml) was stirred at 90 C for 5 hours. The reaction was poured into water, and the aqueous mixture was extracted with ethyl acetate. The extract was washed (brine), dried (MgSO4), and the solvent was concentrated to afford a white solid, which was triturated with diethyl ether and collected to yield 7... The reactants are N(=[N+]=[N-])CC=1C=NN(C1)C1=CC=C(C=C1)S(=O)(=O)C (4-azidomethyl-1-(4-methanesulfonyl-phenyl)-1H-pyrazole), O (water), C1=CC=C(C=C1)P(C2=CC=CC=C2)C3=CC=CC=C3 (triphenylphosphine resin). Solvent: O1CCOCC1 (1,4-dioxane). Reaction conditions: time 8 hour. Yields the product CS(=O)(=O)C1=CC=C(C=C1)N1N=CC(=C1)CN (C-[1-(4-methanesulfonyl-phenyl)-1H-pyrazol-4-yl]-methylamine). As a reaction SMILES: [N:1]([CH2:4][C:5]1[CH:6]=[N:7][N:8]([C:10]2[CH:15]=[CH:14][C:13]([S:16]([CH3:19])(=[O:18])=[O:17])=[CH:12][CH:11]=2)[CH:9]=1)=[N+]=[N-].O.C1C=CC(P(C2C=CC=CC=2)C2C=CC=CC=2)=CC=1>O1CCOCC1>[CH3:19][S:16]([C:13]1[CH:12]=[CH:11][C:10]([N:8]2[CH:9]=[C:5]([CH2:4][NH2:1])[CH:6]=[N:7]2)=[CH:15][CH:14]=1)(=[O:17])=[O:18]. Procedure details: To a solution of 4-azidomethyl-1-(4-methanesulfonyl-phenyl)-1H-pyrazole (1.90 g, 7.12 mmol, 1.00 equiv) in 1,4-dioxane (10 mL) was added water (1 mL) and triphenylphosphine resin (2.8 g, 3 mol/g, 200-400 mesh, 1.2 equiv). The suspension was stirred overnight. Filtration and concentration afforded C-[1-(4-methanesulfonyl-phenyl)-1H-pyrazol-4-yl]-methylamine as a colorless solid. LCMS: (MH)+=252.1 (0.55 min). This compound was utilized in the following Example 22.1. Starting materials: CCOC(=O)C(Br)C1CC1, C=CCC1(C)CC(c2cccc(Cl)c2)C(c2ccc(Cl)cc2)NC1=O. Product: C=CCC1(C)CC(c2cccc(Cl)c2)C(c2ccc(Cl)cc2)N(C(C(=O)OCC)C2CC2)C1=O. Reaction SMILES: [Br:26][CH:27]([C:28](=[O:29])[O:30][CH2:31][CH3:32])[CH:33]1[CH2:34][CH2:35]1.[CH2:1]([CH:2]=[CH2:3])[C:4]1([CH3:25])[C:5](=[O:24])[NH:6][CH:7]([c:17]2[cH:18][cH:19][c:20]([Cl:23])[cH:21][cH:22]2)[CH:8]([c:10]2[cH:11][c:12]([Cl:16])[cH:13][cH:14][cH:15]2)[CH2:9]1>>[CH2:1]([CH:2]=[CH2:3])[C:4]1([CH3:25])[C:5](=[O:24])[N:6]([CH:27]([C:28](=[O:29])[O:30][CH2:31][CH3:32])[CH:33]2[CH2:34][CH2:35]2)[CH:7]([c:17]2[cH:18][cH:19][c:20]([Cl:23])[cH:21][cH:22]2)[CH:8]([c:10]2[cH:11][c:12]([Cl:16])[cH:13][cH:14][cH:15]2)[CH2:9]1. The reactants are CC(C)(C)OC(=O)N1CCC(=O)C1, C=C1CCN(c2ncccc2[N+](=O)[O-])CC1. Product: C=C1CCN(C(=O)OC(C)(C)C)C1. Reaction SMILES: [C:17](=[O:18])([O:19][C:20]([CH3:21])([CH3:22])[CH3:23])[N:24]1[CH2:25][C:26](=[O:29])[CH2:27][CH2:28]1.[CH2:1]=[C:2]1[CH2:3][CH2:4][N:5]([c:6]2[c:7]([N+:8]([O-:9])=[O:10])[cH:11][cH:12][cH:13][n:14]2)[CH2:15][CH2:16]1>>[CH2:1]=[C:26]1[CH2:25][N:24]([C:17](=[O:18])[O:19][C:20]([CH3:21])([CH3:22])[CH3:23])[CH2:28][CH2:27]1. Reactants: CC#N, NC(Cc1ccccc1)(c1cc(F)cc(C(F)(F)F)c1)c1ccc(Cl)cn1, FC(F)(F)C1CO1. Yields the product OC(CNC(Cc1ccccc1)(c1cc(F)cc(C(F)(F)F)c1)c1ccc(Cl)cn1)C(F)(F)F. As a reaction SMILES: [CH3:35][C:36]#[N:37].[Cl:1][c:2]1[cH:3][cH:4][c:5]([C:8]([CH2:9][c:10]2[cH:11][cH:12][cH:13][cH:14][cH:15]2)([NH2:16])[c:17]2[cH:18][c:19]([F:27])[cH:20][c:21]([C:23]([F:24])([F:25])[F:26])[cH:22]2)[n:6][cH:7]1.[F:28][C:29]([CH:30]1[O:31][CH2:32]1)([F:33])[F:34]>>[Cl:1][c:2]1[cH:3][cH:4][c:5]([C:8]([CH2:9][c:10]2[cH:11][cH:12][cH:13][cH:14][cH:15]2)([NH:16][CH2:32][CH:30]([C:29]([F:28])([F:33])[F:34])[OH:31])[c:17]2[cH:18][c:19]([F:27])[cH:20][c:21]([C:23]([F:24])([F:25])[F:26])[cH:22]2)[n:6][cH:7]1.